Task: describe an organic reaction: reactants, conditions, products, and yield. Dataset: the Open Reaction Database (ORD), a public repository of structured organic reaction records The reactants are C=O, CO, ClCCl, Cl, c1csc(-c2cnc(N3CCNCC3)n3nnnc23)c1, [Na+], O=C([O-])O. Yields the product CN1CCN(c2ncc(-c3cccs3)c3nnnn23)CC1. RXN SMILES: [CH2:27]=[O:28].[CH3:25][OH:26].[Cl:22][CH2:23][Cl:24].[ClH:1].[N:2]1([c:8]2[n:9][cH:10][c:11](-[c:17]3[s:18][cH:19][cH:20][cH:21]3)[c:12]3[n:13]2[n:14][n:15][n:16]3)[CH2:3][CH2:4][NH:5][CH2:6][CH2:7]1.[Na+:33].[O-:29][C:30]([OH:31])=[O:32]>>[N:2]1([c:8]2[n:9][cH:10][c:11](-[c:17]3[s:18][cH:19][cH:20][cH:21]3)[c:12]3[n:13]2[n:14][n:15][n:16]3)[CH2:3][CH2:4][N:5]([CH3:23])[CH2:6][CH2:7]1. The reactants are O=C[C@H](O)[C@@H](O)[C@H](O)[C@H](O)CO (D-glucose), TEA, C(C(C)(C)C)(=O)Cl (pivaloyl chloride). The reagents and catalysts are CN(C)C=1C=CN=CC1 (DMAP). Solvent: ClCCl (dichloromethane), ClCCl (dichloromethane). Run at time 5 minute. The product is CC(C(=O)O[C@H]1O[C@@H]([C@H]([C@@H]([C@H]1OC(C(C)(C)C)=O)OC(C(C)(C)C)=O)OC(C(C)(C)C)=O)COC(C(C)(C)C)=O)(C)C ((2R,3R,4S,5R,6R)-6-(pivaloyloxymethyl)tetrahydro-2H-pyran-2,3,4,5-tetrayl tetrakis(2,2-dimethylpropanoate)). RXN SMILES: [O:1]=[CH:2][C@@H:3]([C@H:5]([C@@H:7]([C@@H:9]([CH2:11][OH:12])[OH:10])[OH:8])[OH:6])[OH:4].[C:13](Cl)(=[O:18])[C:14]([CH3:17])([CH3:16])[CH3:15]>ClCCl.CN(C1C=CN=CC=1)C>[CH3:15][C:14]([CH3:17])([CH3:16])[C:13]([O:1][C@@H:2]1[C@H:3]([O:4][C:13](=[O:18])[C:14]([CH3:17])([CH3:16])[CH3:15])[C@@H:5]([O:6][C:13](=[O:18])[C:14]([CH3:17])([CH3:16])[CH3:15])[C@H:7]([O:8][C:13](=[O:18])[C:14]([CH3:17])([CH3:16])[CH3:15])[C@@H:9]([CH2:11][O:12][C:13](=[O:18])[C:14]([CH3:17])([CH3:16])[CH3:15])[O:10]1)=[O:18]. Procedure details: D-glucose (25.0 g, 0.139 mol) was suspended in anhydrous dichloromethane (416 mL) under nitrogen and the resulting mixture was stirred for 5 minutes at room temperature, then cooled to 0° C. and stirred for 10 minutes. To the resulting mixture was then added TEA (154.7 mL), dropwise over about 10-15 min, with stirring; then DMAP (1.25 g, 0.0102 mol) in one portion. To the resulting mixture was added pivaloyl chloride (136 mL) diluted with dichloromethane (83 mL) at 0° C., over 30 min. The ice ba... Run in O1CCCC1 (tetrahydrofuran), O1CCCC1 (tetrahydrofuran), C(C)(=O)OCC (ethyl acetate). The reactants are O (water), [OH-].[Na+] (NaOH), OO (H2O2), CC=1N=C(SC1C(CC=C)O)C1=CC=C(C=C1)C(F)(F)F ([rac]-1-[4-methyl-2-(4-trifluoromethyl-phenyl)-thiazol-5-yl]-but-3-en-1-ol), solution, O (Water). Reported procedure: To a solution of [rac]-1-[4-methyl-2-(4-trifluoromethyl-phenyl)-thiazol-5-yl]-but-3-en-1-ol [200 mg, 0.64 mmol; PCT Int. Appl. (2002), WO 02/062774 A1] in tetrahydrofuran (2 ml) was added a 1 M solution of borane-tetrahydrofuran complex in tetrahydrofuran (1.28 ml, 1.28 mmol) at ambient temperature under an argon atmosphere. The yellow solution was stirred for 1 h, water (1 ml), 3 M aqueous NaOH solution (0.2 ml) and 35% aqueous H2O2 solution (0.2 ml) were added and stirring was continued for 1 ... Reaction conditions: time 1 hour. Yields the product CC=1N=C(SC1C(CCCO)O)C1=CC=C(C=C1)C(F)(F)F ([rac]-1-[4-Methyl-2-(4-trifluoromethyl-phenyl)-thiazol-5-yl]-butane-1,4-diol). As a reaction SMILES: [CH3:1][C:2]1[N:3]=[C:4]([C:12]2[CH:17]=[CH:16][C:15]([C:18]([F:21])([F:20])[F:19])=[CH:14][CH:13]=2)[S:5][C:6]=1[CH:7]([OH:11])[CH2:8][CH:9]=[CH2:10].[OH2:22].[OH-].[Na+].OO>O1CCCC1.C(OCC)(=O)C>[CH3:1][C:2]1[N:3]=[C:4]([C:12]2[CH:17]=[CH:16][C:15]([C:18]([F:21])([F:19])[F:20])=[CH:14][CH:13]=2)[S:5][C:6]=1[CH:7]([OH:11])[CH2:8][CH2:9][CH2:10][OH:22] |f:2.3|. Starting materials: [N+](=O)(O)[O-].[N+](=O)([O-])OCCN (N-(2-nitrooxyethyl)-amine nitrate), [N+](=O)([O-])C=1C=C(C=CC1)C1C(NC(S1)=O)C(=O)O (5-(3-nitrophenyl)-2-oxothiazolidine-4-carboxylic acid). Yields the product [N+](=O)([O-])OCCNC(=O)C1NC(SC1C1=CC(=CC=C1)[N+](=O)[O-])=O (N-(2-Nitrooxyethyl)-5-(3-nitrophenyl)-2-oxothiazolidine-4-carboxamide). Isolated yield 67.8%. Reaction SMILES: [N+]([O-])(O)=O.[N+:5]([O:8][CH2:9][CH2:10][NH2:11])([O-:7])=[O:6].[N+:12]([C:15]1[CH:16]=[C:17]([CH:21]2[S:25][C:24](=[O:26])[NH:23][CH:22]2[C:27](O)=[O:28])[CH:18]=[CH:19][CH:20]=1)([O-:14])=[O:13]>>[N+:5]([O:8][CH2:9][CH2:10][NH:11][C:27]([CH:22]1[CH:21]([C:17]2[CH:18]=[CH:19][CH:20]=[C:15]([N+:12]([O-:14])=[O:13])[CH:16]=2)[S:25][C:24](=[O:26])[NH:23]1)=[O:28])([O-:7])=[O:6] |f:0.1|. Reported procedure: A procedure similar to that described in Example 1 was repeated, but using 380 mg of N-(2-nitrooxyethyl)-amine nitrate and 500 mg of 5-(3-nitrophenyl)-2-oxothiazolidine-4-carboxylic acid, to obtain 450 mg of the title compound as a pale yellow powder.